Task: describe an organic reaction: reactants, conditions, products, and yield. Dataset: the Open Reaction Database (ORD), a public repository of structured organic reaction records The reactants are ClCCl, Cl, CC(C)(C)OC(=O)NC1(c2ccc(-n3c(-c4cccnc4N)nc4ccc(-c5ccccc5)nc43)cc2)CCC1, C1COCCO1. Yields the product Cl, Nc1ncccc1-c1nc2ccc(-c3ccccc3)nc2n1-c1ccc(C2(N)CCC2)cc1. Reaction SMILES: [Cl:42][CH2:43][Cl:44].[ClH:41].[NH2:1][c:2]1[n:3][cH:4][cH:5][cH:6][c:7]1-[c:8]1[n:9][c:10]2[c:11]([n:12][c:13](-[c:16]3[cH:17][cH:18][cH:19][cH:20][cH:21]3)[cH:14][cH:15]2)[n:22]1-[c:23]1[cH:24][cH:25][c:26]([C:29]2([NH:33][C:34](=[O:35])[O:36][C:37]([CH3:38])([CH3:39])[CH3:40])[CH2:30][CH2:31][CH2:32]2)[cH:27][cH:28]1.[O:45]1[CH2:46][CH2:47][O:48][CH2:49][CH2:50]1>>[ClH:41].[NH2:1][c:2]1[n:3][cH:4][cH:5][cH:6][c:7]1-[c:8]1[n:9][c:10]2[c:11]([n:12][c:13](-[c:16]3[cH:17][cH:18][cH:19][cH:20][cH:21]3)[cH:14][cH:15]2)[n:22]1-[c:23]1[cH:24][cH:25][c:26]([C:29]2([NH2:33])[CH2:30][CH2:31][CH2:32]2)[cH:27][cH:28]1. Reactants: [BH4-], CO, CN(C)S(=O)(=O)n1ccnc1CN(Cc1ccc(C=O)cc1)Cc1nccn1S(=O)(=O)N(C)C, [Na+], C1CCOC1, O. RXN SMILES: [BH4-:42].[CH3:35][OH:36].[CH:1](=[O:2])[c:3]1[cH:4][cH:5][c:6]([CH2:7][N:8]([CH2:9][c:10]2[n:11]([S:15](=[O:16])(=[O:17])[N:18]([CH3:19])[CH3:20])[cH:12][cH:13][n:14]2)[CH2:21][c:22]2[n:23]([S:27](=[O:28])(=[O:29])[N:30]([CH3:31])[CH3:32])[cH:24][cH:25][n:26]2)[cH:33][cH:34]1.[Na+:43].[O:37]1[CH2:38][CH2:39][CH2:40][CH2:41]1.[OH2:44]>>[CH2:1]([OH:2])[c:3]1[cH:4][cH:5][c:6]([CH2:7][N:8]([CH2:9][c:10]2[n:11]([S:15](=[O:16])(=[O:17])[N:18]([CH3:19])[CH3:20])[cH:12][cH:13][n:14]2)[CH2:21][c:22]2[n:23]([S:27](=[O:28])(=[O:29])[N:30]([CH3:31])[CH3:32])[cH:24][cH:25][n:26]2)[cH:33][cH:34]1. Product: CN(C)S(=O)(=O)n1ccnc1CN(Cc1ccc(CO)cc1)Cc1nccn1S(=O)(=O)N(C)C. Starting materials: FC=1C=C(C=O)C=CC1OC (3-Fluoro-4-methoxy-benzaldehyde), C(C)(=O)[O-].[NH4+] (ammonium acetate), [N+](=O)([O-])C (nitromethane). Product: FC1=C(C=CC(=C1)C=C[N+](=O)[O-])OC (2-Fluoro-1-methoxy-4-(2-nitro-vinyl)-benzene). Reaction SMILES: [F:1][C:2]1[CH:3]=[C:4]([CH:7]=[CH:8][C:9]=1[O:10][CH3:11])[CH:5]=O.C([O-])(=O)C.[NH4+].[N+:17]([CH3:20])([O-:19])=[O:18]>>[F:1][C:2]1[CH:3]=[C:4]([CH:5]=[CH:20][N+:17]([O-:19])=[O:18])[CH:7]=[CH:8][C:9]=1[O:10][CH3:11] |f:1.2|. Procedure: 3-Fluoro-4-methoxy-benzaldehyde (10 g) was dissolved in 100 mL of nitromethane along with 5 g of ammonium acetate. The mixture was refluxed for 2 hours. The nitromethane was removed by rotary evaporation and the residue recrystallized from ethanol to give 7.6 g of the expected product. LC-MS showed the product had the expected M+H+ of 198. The reactants are C(C1=CC=CC=C1)OC(=O)N\C(\C(=O)OC)=C/C=1SC=CC1 (Methyl (2Z)-2-{[(benzyloxy)carbonyl]amino}-3-(2-thienyl)acrylate), aldehyde, FC=1C=C(C=C(C1)F)CC(=O)N[C@H](C(=O)N[C@@H]1C(NCCS[C@@H]1C1=CC=CC=C1)=O)C1=CC=CC=C1 ((2S)-2-[(3,5-Difluorophenyl)acetyl]amino-N-[(6R,7R)-5-oxo-7-phenyl-1,4-thiazepan-6-yl]-2-phenylacetamide), BrC1=CC=C(S1)C=O (5-bromo-2-thiphenecarboxaldehyde). The product is C(C1=CC=CC=C1)OC(=O)N\C(\C(=O)OC)=C/C=1SC(=CC1)Br (Methyl (2Z)-2-{[(benzyloxy)carbonyl]amino}-3-(5-bromo-2-thienyl)acrylate). As a reaction SMILES: [CH2:1]([O:8][C:9]([NH:11]/[C:12](=[CH:17]\[C:18]1[S:19][CH:20]=[CH:21][CH:22]=1)/[C:13]([O:15][CH3:16])=[O:14])=[O:10])[C:2]1[CH:7]=[CH:6][CH:5]=[CH:4][CH:3]=1.FC1C=C(CC(N[C@@H](C2C=CC=CC=2)C(N[C@H]2[C@@H](C3C=CC=CC=3)SCCNC2=O)=O)=O)C=C(F)C=1.[Br:59]C1SC(C=O)=CC=1>>[CH2:1]([O:8][C:9]([NH:11]/[C:12](=[CH:17]\[C:18]1[S:19][C:20]([Br:59])=[CH:21][CH:22]=1)/[C:13]([O:15][CH3:16])=[O:14])=[O:10])[C:2]1[CH:3]=[CH:4][CH:5]=[CH:6][CH:7]=1. Reported procedure: A method similar to that used for the preparation of (99a) was used except that the reaction product was passed through a Dowex ion exchange resin 50×2-200 and 5-bromo-2-thiphenecarboxaldehyde (955 mg) was used as the aldehyde component to afforded the desired product (1.80 g). 1H NMR (300 MHz, CDCl3) δ 3.79 (s, 3H), 5.20 (s, 2H), 5.93 (br., 1H), 6.95 (m, 1H), 7.36 (m, 5H), 7.70 (s, 1H). LC/MS: 2.36 min.